From a dataset of the Open Reaction Database (ORD), a public repository of structured organic reaction records. describe an organic reaction: reactants, conditions, products, and yield Starting materials: resultant mixture, COCC1=CC=C2[C@@H]3[C@H](COC2=C1C(=O)OC)C3 (methyl cis-(1aRS,7bSR)-5-methoxymethyl-1,1a,2,7b-tetrahydrocyclopropa[c]chromene-4-carboxylate), COCC1=CC=C2[C@@H]3[C@H](COC2=C1C(=O)OC)C3 (methyl cis-(1aRS,7bSR)-5-methoxymethyl-1,1a,2,7b-tetrahydrocyclopropa[c]chromene-4-carboxylate), C(C)(=O)Cl (acetyl chloride). Reagents/catalysts: [Cl-].[Zn+2].[Cl-] (Zinc chloride). The solvent is C(C)OCC (diethyl ether). The product is ClCC1=CC=C2[C@@H]3[C@H](COC2=C1C(=O)OC)C3 (methyl cis-(1aRS,7bSR)-5-chloromethyl-1,1a,2,7b-tetrahydro-cyclopropa[c]chromene-4-carboxylate). As a reaction SMILES: CO[CH2:3][C:4]1[C:13]([C:14]([O:16][CH3:17])=[O:15])=[C:12]2[C:7]([C@H:8]3[CH2:18][C@H:9]3[CH2:10][O:11]2)=[CH:6][CH:5]=1.C([Cl:22])(=O)C>C(OCC)C.[Cl-].[Zn+2].[Cl-]>[Cl:22][CH2:3][C:4]1[C:13]([C:14]([O:16][CH3:17])=[O:15])=[C:12]2[C:7]([C@H:8]3[CH2:18][C@H:9]3[CH2:10][O:11]2)=[CH:6][CH:5]=1 |f:3.4.5|. Reported procedure: Zinc chloride (0.014 g) was added to a solution of methyl cis-(1aRS,7bSR)-5-methoxymethyl-1,1a,2,7b-tetrahydrocyclopropa[c]chromene-4-carboxylate (Intermediate 7, 0.53 g) and acetyl chloride (0.77 mL) in anhydrous diethyl ether (50 mL) and the resultant mixture was stirred for 1.5 hours. The mixture was washed with water, dried (MgSO4) and filtered. The filtrate was evaporated to dryness to give methyl cis-(1aRS,7bSR)-5-chloromethyl-1,1a,2,7b-tetrahydro-cyclopropa[c]chromene-4-carboxylate (0.486... Reactants: C(C)OC(=O)C=1C(=NOC1C)C1=NC=CC=C1 (5-methyl-3-pyridin-2-yl-isoxazole-4-carboxylic acid ethyl ester), C(C)OC(=O)C=1C(=NOC1C)C1=CC=NC=C1 (5-methyl-3-pyridin-4-yl-isoxazole-4-carboxylic acid ethyl ester). Product: CC1=C(C(=NO1)C1=NC=CC=C1)CO ((5-Methyl-3-pyridin-2-yl-isoxazol-4-yl)-methanol). Isolated yield 96.4%. As a reaction SMILES: C([O:3][C:4]([C:6]1[C:7]([C:12]2[CH:17]=[CH:16][CH:15]=[CH:14][N:13]=2)=[N:8][O:9][C:10]=1[CH3:11])=O)C.C(OC(C1C(C2C=CN=CC=2)=NOC=1C)=O)C>>[CH3:11][C:10]1[O:9][N:8]=[C:7]([C:12]2[CH:17]=[CH:16][CH:15]=[CH:14][N:13]=2)[C:6]=1[CH2:4][OH:3]. Procedure details: As described for example 67b, 5-methyl-3-pyridin-2-yl-isoxazole-4-carboxylic acid ethyl ester (25 g, 108 mmol) was converted, instead of 5-methyl-3-pyridin-4-yl-isoxazole-4-carboxylic acid ethyl ester, to the title compound (19.8 g, 97%) which was obtained as a light yellow solid. MS: m/e=191.3 [M+H]+.